This data is from the Open Reaction Database (ORD), a public repository of structured organic reaction records. The task is: describe an organic reaction: reactants, conditions, products, and yield The reactants are CN1Cc2c(C(N)=O)ncn2-c2cccc(F)c2C1=O, O=C(OC(=O)C(F)(F)F)C(F)(F)F, C1COCCO1, c1ccncc1. Product: CN1Cc2c(C#N)ncn2-c2cccc(F)c2C1=O. RXN SMILES: [F:14][c:15]1[cH:16][cH:17][cH:18][c:19]2[c:20]1[C:21](=[O:33])[N:22]([CH3:32])[CH2:23][c:24]1[n:25]-2[cH:26][n:27][c:28]1[C:29](=[O:30])[NH2:31].[F:1][C:2]([F:3])([F:4])[C:5]([O:6][C:7](=[O:8])[C:9]([F:10])([F:11])[F:12])=[O:13].[O:34]1[CH2:35][CH2:36][O:37][CH2:38][CH2:39]1.[cH:40]1[cH:41][cH:42][n:43][cH:44][cH:45]1>>[F:14][c:15]1[cH:16][cH:17][cH:18][c:19]2[c:20]1[C:21](=[O:33])[N:22]([CH3:32])[CH2:23][c:24]1[n:25]-2[cH:26][n:27][c:28]1[C:29]#[N:31]. Reactants: ClC1=CC=C(C(C(=O)O)=C1)O (5-chlorosalicylic acid), NC=1C=C(C#N)C=CC1 (3-aminobenzonitrile). The product is ClC=1C=CC(=C(C(=O)NC2=CC(=CC=C2)C#N)C1)O (5-Chloro-N-(3-cyanophenyl)-2-hydroxybenzamide). Reaction SMILES: [Cl:1][C:2]1[CH:10]=[C:6]([C:7]([OH:9])=O)[C:5]([OH:11])=[CH:4][CH:3]=1.[NH2:12][C:13]1[CH:14]=[C:15]([CH:18]=[CH:19][CH:20]=1)[C:16]#[N:17]>>[Cl:1][C:2]1[CH:3]=[CH:4][C:5]([OH:11])=[C:6]([CH:10]=1)[C:7]([NH:12][C:13]1[CH:20]=[CH:19][CH:18]=[C:15]([C:16]#[N:17])[CH:14]=1)=[O:9]. Procedure: This material was prepared according to the method of Example 1 using 5-chlorosalicylic acid and 3-aminobenzonitrile, with reagents and solvents employed in similar molar ratios. 1HNMR (500 MHz, DMSO-d6): δ 3.72 (s, 3H), 6.74 (m, 1H), 7.05 (m, 1H), 7.45 (m, 1H), 7.58 (br m, 2H), 7.83 (m, 1H), 7.88 (m, 1H), 8.19 (br s, 1H), 10.59 (s, 1H). The reactants are CCc1c(CC(C)(C)C(=O)OC)ccc2c1OCO2, CCO, Cl, [Na+], [OH-], O. Yields the product CCc1c(CC(C)(C)C(=O)O)ccc2c1OCO2. Reaction SMILES: [CH2:1]([CH3:2])[c:3]1[c:4]([CH2:12][C:13]([C:14](=[O:15])[O:16][CH3:17])([CH3:18])[CH3:19])[cH:5][cH:6][c:7]2[c:11]1[O:10][CH2:9][O:8]2.[CH3:24][CH2:25][OH:26].[ClH:23].[Na+:21].[OH-:20].[OH2:22]>>[CH2:1]([CH3:2])[c:3]1[c:4]([CH2:12][C:13]([C:14](=[O:15])[OH:16])([CH3:18])[CH3:19])[cH:5][cH:6][c:7]2[c:11]1[O:10][CH2:9][O:8]2. The reactants are CCO, C[O-], O=[N+]([O-])c1ccc(F)cc1, [Na+], Sc1ncc[nH]1. The product is O=[N+]([O-])c1ccc(Sc2ncc[nH]2)cc1. RXN SMILES: [CH2:20]([OH:21])[CH3:22].[CH3:1][O-:2].[F:10][c:11]1[cH:12][cH:13][c:14]([N+:17](=[O:18])[O-:19])[cH:15][cH:16]1.[Na+:3].[SH:4][c:5]1[nH:6][cH:7][cH:8][n:9]1>>[S:4]([c:5]1[nH:6][cH:7][cH:8][n:9]1)[c:11]1[cH:12][cH:13][c:14]([N+:17](=[O:18])[O-:19])[cH:15][cH:16]1. Starting materials: CCOC(=O)c1[nH]c(C)cc1C, O=C1CCC(=O)N1Cl, CN(C)C=O. Product: CCOC(=O)c1[nH]c(C)c(Cl)c1C. As a reaction SMILES: [CH3:1][c:2]1[c:3]([C:8](=[O:9])[O:10][CH2:11][CH3:12])[nH:4][c:5]([CH3:7])[cH:6]1.[Cl:13][N:14]1[C:15](=[O:16])[CH2:17][CH2:18][C:19]1=[O:20].[O:21]=[CH:22][N:23]([CH3:24])[CH3:25]>>[CH3:1][c:2]1[c:3]([C:8](=[O:9])[O:10][CH2:11][CH3:12])[nH:4][c:5]([CH3:7])[c:6]1[Cl:13].